From a dataset of the Open Reaction Database (ORD), a public repository of structured organic reaction records. describe an organic reaction: reactants, conditions, products, and yield Reactants: C1CCNCC1, Cc1[nH]c(C=O)c(C)c1C(=O)N1CCN(C)CC1, CCO, O=C1Cc2c(cccc2-c2ccccc2)N1. Yields the product Cc1[nH]c(C=C2C(=O)Nc3cccc(-c4ccccc4)c32)c(C)c1C(=O)N1CCN(C)CC1. RXN SMILES: [CH2:35]1[CH2:36][CH2:37][NH:38][CH2:39][CH2:40]1.[CH3:17][c:18]1[c:19]([CH:33]=[O:34])[nH:20][c:21]([CH3:32])[c:22]1[C:23](=[O:24])[N:25]1[CH2:26][CH2:27][N:28]([CH3:31])[CH2:29][CH2:30]1.[CH3:41][CH2:42][OH:43].[c:1]1(-[c:7]2[c:8]3[c:12]([cH:13][cH:14][cH:15]2)[NH:11][C:10](=[O:16])[CH2:9]3)[cH:2][cH:3][cH:4][cH:5][cH:6]1>>[c:1]1(-[c:7]2[c:8]3[c:12]([cH:13][cH:14][cH:15]2)[NH:11][C:10](=[O:16])[C:9]3=[CH:33][c:19]2[c:18]([CH3:17])[c:22]([C:23](=[O:24])[N:25]3[CH2:26][CH2:27][N:28]([CH3:31])[CH2:29][CH2:30]3)[c:21]([CH3:32])[nH:20]2)[cH:2][cH:3][cH:4][cH:5][cH:6]1. Reactants: C(C1=CC=CC=C1)ONC(CC1(NC(N(C1=O)CCC1=CC=CC=C1)=O)CC(C)C)=O (N-benzyloxy-4-(2-methylpropyl)-2,5-dioxo-1-(2-phenylethyl)-4-imidazolidineacetamide), N#N (N2). The reagents and catalysts are [OH-].[OH-].[Pd+2] (palladium hydroxide on carbon). The solvent is CO.CCOC(=O)C (MeOH EtOAc). Conditions: time 2.5 hour. Yields the product ONC(CC1(NC(N(C1=O)CCC1=CC=CC=C1)=O)CC(C)C)=O (N-Hydroxy-4-(2-methylpropyl)-2,5-dioxo-1-(2-phenylethyl)-4-imidazolidineacetamide). The yield is 104.5%. Reaction SMILES: C([O:8][NH:9][C:10](=[O:31])[CH2:11][C:12]1([CH2:27][CH:28]([CH3:30])[CH3:29])[C:16](=[O:17])[N:15]([CH2:18][CH2:19][C:20]2[CH:25]=[CH:24][CH:23]=[CH:22][CH:21]=2)[C:14](=[O:26])[NH:13]1)C1C=CC=CC=1.N#N>CO.CCOC(C)=O.[OH-].[OH-].[Pd+2]>[OH:8][NH:9][C:10](=[O:31])[CH2:11][C:12]1([CH2:27][CH:28]([CH3:29])[CH3:30])[C:16](=[O:17])[N:15]([CH2:18][CH2:19][C:20]2[CH:25]=[CH:24][CH:23]=[CH:22][CH:21]=2)[C:14](=[O:26])[NH:13]1 |f:2.3,4.5.6|. Procedure details: A solution of N-benzyloxy-4-(2-methylpropyl)-2,5-dioxo-1-(2-phenylethyl)-4-imidazolidineacetamide (85.0 mg, 0.201 mmol) in 25% MeOH/EtOAc is purged with N2, treated with palladium hydroxide on carbon (17 mg, 20% by weight), and placed under a H2 atmosphere (balloon). After 2.5 hours, the reaction mixture is filtered through celite and concentrated under reduced pressure to yield 70 mg of an off-white foam. The material is recrystallized from hot EtOAc/hexane to give 36 mg (54%) of the title comp... Reactants: BrC1=CC(=CC2=C1OCO2)C(C(C)C)O (1-(7-bromo-benzo[1,3]dioxol-5-yl)-2-methyl-propan-1-ol), C(C)[SiH](CC)CC (triethylsilane), O (Water), FC(C(=O)O)(F)F (trifluoroacetic acid). Solvent: ClCCl (dichloromethane). Reaction conditions: temperature 0 celsius, time 15 minute. Product: BrC1=CC(=CC=2OCOC21)CC(C)C (4-bromo-6-isobutyl-benzo[1,3]dioxole). Isolated yield 51.7%. Reaction SMILES: [Br:1][C:2]1[C:7]2[O:8][CH2:9][O:10][C:6]=2[CH:5]=[C:4]([CH:11](O)[CH:12]([CH3:14])[CH3:13])[CH:3]=1.C([SiH](CC)CC)C.FC(F)(F)C(O)=O.O>ClCCl>[Br:1][C:2]1[C:7]2[O:8][CH2:9][O:10][C:6]=2[CH:5]=[C:4]([CH2:11][CH:12]([CH3:14])[CH3:13])[CH:3]=1. Procedure: To a cold solution (0° C.) of 1-(7-bromo-benzo[1,3]dioxol-5-yl)-2-methyl-propan-1-ol (498 mg, 1.82 mmol) in dry dichloromethane (10 mL) was added triethylsilane (0.6 mL, 3.65 mmol). After 15 minutes, trifluoroacetic acid was added to the reaction and the mixture stirred at 0° C. for 45 minutes. Water was poured into the reaction mixture and the layers separated. The organic layer was further washed with water, aqueous NaHCO3 and brine, dried (MgSO4), filtered and evaporated. The residue was puri... Reactants: ClC1=C(C=C(C=C1)[N+](=O)[O-])S(=O)[O-].[Na+] (Sodium 2-chloro-5-nitrobenzenesulphinate), OCCS(=O)(=O)C1=CC(=C(C=C1)Cl)[N+](=O)[O-] (4-chloro-3-nitrophenyl 2-hydroxyethyl sulphone), P(=O)([O-])([O-])[O-] (phosphate), P(=O)([O-])([O-])O.[Na+].[Na+] (disodium phosphate), P(=O)([O-])(O)O.[Na+] (monosodium phosphate), [H][H] (hydrogen), [H][H] (Hydrogen). The reagents and catalysts are [Ni] (Raney nickel), [Ni].[Al] (aluminium-nickel). Run in O (water), O (water). Run at temperature 80 celsius. The product is OCCS(=O)(=O)C1=CC(=CC=C1)N (3-aminophenyl 2-hydroxyethyl sulphone). Yield: 90.0%. RXN SMILES: ClC1C=CC([N+]([O-])=O)=CC=1S([O-])=O.[Na+].[OH:15][CH2:16][CH2:17][S:18]([C:21]1[CH:26]=[CH:25][C:24](Cl)=[C:23]([N+:28]([O-])=O)[CH:22]=1)(=[O:20])=[O:19].P([O-])([O-])([O-])=O.P(O)([O-])([O-])=O.[Na+].[Na+].P(O)(O)([O-])=O.[Na+].[H][H]>O.[Ni].[Ni].[Al]>[OH:15][CH2:16][CH2:17][S:18]([C:21]1[CH:26]=[CH:25][CH:24]=[C:23]([NH2:28])[CH:22]=1)(=[O:19])=[O:20] |f:0.1,4.5.6,7.8,12.13|. Procedure: 34.2 g of moist paste of 2-chloro-5-nitrophenyl 2-hydroxyethyl sulphone from Example 1 [or an equimolar amount of 4-chloro-3-nitrophenyl 2-hydroxyethyl sulphone]are stirred into 250 ml of water and 50 ml of a phosphate buffer solution which has been prepared by dissolving 0.5 mole of disodium phosphate and 0.33 mole of monosodium phosphate in 1 l of water. When 1-2 g of a nonionic emulsifier and 1.5 g of Raney nickel, prepared from a 70:30 aluminium-nickel alloy, have been added, the mixture is ... Reactants: OC=1C=C(C=O)C=CC1 (3-hydroxybenzaldehyde), ClC1=NC=CC=N1 (2-chloropyrimidine), CCN(C(C)C)C(C)C (iPr2NEt). Procedure: A mixture of 3-hydroxybenzaldehyde (2.00 g, 16.38 mmol), 2-chloropyrimidine (1.88 g, 16.38 mmol) and iPr2NEt (5.71 mL, 32.75 mmol), under N2 atmosphere was heated at 105° C. for 24 h. The reaction mixture was allowed to cool to room temperature. The crude was subjected to column chromatography (silica gel, 20% EtOAc in hexanes) to furnish 1.62 g of the desired aryl ether (1) as an off-white solid. Conditions: temperature 105 celsius. Product: ClC1=NC2=CC=CC=C2C(N1)=O (2-chloroquinazolin-4-one). Yield: 54.8%. RXN SMILES: O[C:2]1[CH:3]=[C:4]([CH:7]=[CH:8][CH:9]=1)[CH:5]=[O:6].[Cl:10][C:11]1[N:16]=CC=C[N:12]=1.CCN(C(C)C)C(C)C>CCOC(C)=O>[Cl:10][C:11]1[NH:16][C:5](=[O:6])[C:4]2[C:3](=[CH:2][CH:9]=[CH:8][CH:7]=2)[N:12]=1. Solvent: hexanes, CCOC(=O)C (EtOAc). The reactants are CN(C=1OC(=NN1)CSCCN)C (2-[(2-dimethylamino-1,3,4-oxadiazol-5-yl)methylthio]ethylamine), COC1=NS(N=C1OC)(=O)=O (3,4-dimethoxy-1,2,5-thiadiazole 1,1-dioxide), CN(C=1OC(=NN1)CSCCNC1=NS(N=C1OC)(=O)=O)C (3-{2-[(2-dimethylamino-1,3,4-oxadiazol-5-yl)methylthio]ethylamino}-4-methoxy-1,2,5-thiadiazole 1,1-dioxide), CN (methylamine). The product is CN(C=1OC(=NN1)CSCCNC1=NS(N=C1NC)(=O)=O)C (3-{2-[(2-Dimethylamino-1,3,4-oxadiazol-5-yl)methylthio]ethylamino}-4-methylamino-1,2,5-thiadiazole 1,1-dioxide). As a reaction SMILES: [CH3:1][N:2]([CH3:13])[C:3]1[O:4][C:5]([CH2:8][S:9][CH2:10][CH2:11][NH2:12])=[N:6][N:7]=1.COC1C(OC)=NS(=O)(=O)N=1.CN(C)C1OC(CSC[CH2:35][NH:36][C:37]2[C:41](OC)=[N:40][S:39](=[O:45])(=[O:44])[N:38]=2)=NN=1.CN>>[CH3:1][N:2]([CH3:13])[C:3]1[O:4][C:5]([CH2:8][S:9][CH2:10][CH2:11][NH:12][C:41]2[C:37]([NH:36][CH3:35])=[N:38][S:39](=[O:45])(=[O:44])[N:40]=2)=[N:6][N:7]=1. Procedure details: When the above amine is reacted with an equimolar amount of 3,4-dimethoxy-1,2,5-thiadiazole 1,1-dioxide, and the resultant 3-{2-[(2-dimethylamino-1,3,4-oxadiazol-5-yl)methylthio]ethylamino}-4-methoxy-1,2,5-thiadiazole 1,1-dioxide is treated with an excess of methylamine, the title compound is thereby produced. Starting materials: CN1CCC(CC1)NC1=CC(=NC=C1C1=CC=CC=C1)N (N4-(1-methylpiperidin-4-yl)-5-phenylpyridine-2,4-diamine), BrC1=NC=C(N=C1)C#N (2-bromo-5-cyanopyrazine), C=1C=CC(=CC1)P(C=2C=CC=CC2)C3=CC=C4C=CC=CC4=C3C5=C6C=CC=CC6=CC=C5P(C=7C=CC=CC7)C=8C=CC=CC8 (BINAP), CC(C)([O-])C.[Na+] (sodium tert-butoxide). Solvent: C1(=CC=CC=C1)C (toluene). Conditions: temperature 90 celsius. Product: CN1CCC(CC1)NC1=CC(=NC=C1C1=CC=CC=C1)NC=1N=CC(=NC1)C#N (5-(4-(1-Methylpiperidin-4-ylamino)-5-phenylpyridin-2-ylamino)pyrazine-2-carbonitrile). Yield: 17.3%. As a reaction SMILES: [CH3:1][N:2]1[CH2:7][CH2:6][CH:5]([NH:8][C:9]2[C:14]([C:15]3[CH:20]=[CH:19][CH:18]=[CH:17][CH:16]=3)=[CH:13][N:12]=[C:11]([NH2:21])[CH:10]=2)[CH2:4][CH2:3]1.Br[C:23]1[CH:28]=[N:27][C:26]([C:29]#[N:30])=[CH:25][N:24]=1.C1C=CC(P(C2C(C3C(P(C4C=CC=CC=4)C4C=CC=CC=4)=CC=C4C=3C=CC=C4)=C3C(C=CC=C3)=CC=2)C2C=CC=CC=2)=CC=1.CC(C)([O-])C.[Na+]>C1(C)C=CC=CC=1>[CH3:1][N:2]1[CH2:3][CH2:4][CH:5]([NH:8][C:9]2[C:14]([C:15]3[CH:20]=[CH:19][CH:18]=[CH:17][CH:16]=3)=[CH:13][N:12]=[C:11]([NH:21][C:23]3[N:24]=[CH:25][C:26]([C:29]#[N:30])=[N:27][CH:28]=3)[CH:10]=2)[CH2:6][CH2:7]1 |f:3.4|. Procedure: A solution of N4-(1-methylpiperidin-4-yl)-5-phenylpyridine-2,4-diamine (0.050 g, 0.17 mmol), 2-bromo-5-cyanopyrazine (0.022 g, 0.12 mmol), BINAP (0.003 g, 0.01 mmol), sodium tert-butoxide (0.016 g, 0.16 mmol), tris(dibenzylideneacetone)dipalladium chloroform complex (0.005 g, 0.01 mmol) in toluene (0.7 mL) was stirred at r.t. under nitrogen for 10 min before being heated under microwave irradiation for 30 min at 90° C. The crude reaction mixture was purified by ion exchange on SCX-II acidic resi... Starting materials: ClC1=CC=NC=2NC3=C(C21)CNCC3 (4-Chloro-6,7,8,9-tetrahydro-5H-dipyrido[2,3-b;3′,4′-d]pyrrole), FC1=CC=C(C=C1)B(O)O (4-fluorophenylboronic acid), COC=1C=CC=C(C1C=2C=CC=CC2P(C3CCCCC3)C4CCCCC4)OC (S-Phos), C(=O)([O-])[O-].[K+].[K+] (K2CO3). The reagents and catalysts are CC(=O)[O-].CC(=O)[O-].[Pd+2] (Pd(OAc)2). Solvent: O1CCOCC1.O (dioxane H2O), CCOC(=O)C.O (EtOAc H2O). Conditions: temperature 100 celsius, time 8 hour. Yields the product FC1=CC=C(C=C1)C1=CC=NC=2NC3=C(C21)CNCC3 (4-(4-Fluoro-phenyl)-6,7,8,9-tetrahydro-5H-dipyrido[2,3-b;3′,4′-d]pyrrole). Yield: 28.8%. RXN SMILES: Cl[C:2]1[C:10]2[C:9]3[CH2:11][NH:12][CH2:13][CH2:14][C:8]=3[NH:7][C:6]=2[N:5]=[CH:4][CH:3]=1.[F:15][C:16]1[CH:21]=[CH:20][C:19](B(O)O)=[CH:18][CH:17]=1.COC1C=CC=C(OC)C=1C1C=CC=CC=1P(C1CCCCC1)C1CCCCC1.C([O-])([O-])=O.[K+].[K+]>O1CCOCC1.O.CCOC(C)=O.O.CC([O-])=O.CC([O-])=O.[Pd+2]>[F:15][C:16]1[CH:21]=[CH:20][C:19]([C:2]2[C:10]3[C:9]4[CH2:11][NH:12][CH2:13][CH2:14][C:8]=4[NH:7][C:6]=3[N:5]=[CH:4][CH:3]=2)=[CH:18][CH:17]=1 |f:3.4.5,6.7,8.9,10.11.12|. Reported procedure: 4-Chloro-6,7,8,9-tetrahydro-5H-dipyrido[2,3-b;3′,4′-d]pyrrole (100 mg, 0.48 mmol), 4-fluorophenylboronic acid (135 mg, 0.96 mmol), Pd(OAc)2 (5 mg, 0.02 mmol), S-Phos (20 mg, 0.05 mmol), and K2CO3 (266 mg, 1.93 mmol) were dissolved in dioxane/H2O (2.2 mL, 10/1, v/v), and stirred overnight at 100° C. The reaction mixture diluted with EtOAc/H2O, and filtered through an Extrelut column. The column was washed with EtOAc, and the filtrate was concentrated. The crude material was triturated with EtOAc,...